Dataset: the Open Reaction Database (ORD), a public repository of structured organic reaction records. Task: describe an organic reaction: reactants, conditions, products, and yield Starting materials: C(C1=CC=CC=C1)OC(=O)NCCN1C(C(OC2=C1C=C(C(=C2)C)C(=O)N([C@H]2CN(CCC2)C(=O)OC(C)(C)C)C(C)C)(C)C)=O (tert-butyl (3R)-3-[{[4-(2-{[(benzyloxy)carbonyl]amino}ethyl)-2,2,7-trimethyl-3-oxo-3,4-dihydro-2H-1,4-benzoxazin-6-yl]carbonyl}(isopropyl)amino]piperidine-1-carboxylate). Reagents/catalysts: [C].[Pd] (palladium carbon). Run in CO (methanol). Reaction conditions: time 2 hour. Yields the product NCCN1C(C(OC2=C1C=C(C(=C2)C)C(=O)N([C@H]2CN(CCC2)C(=O)OC(C)(C)C)C(C)C)(C)C)=O (tert-Butyl (3R)-3-[{[4-(2-aminoethyl)-2,2,7-trimethyl-3-oxo-3,4-dihydro-2H-1,4-benzoxazin-6-yl]-carbonyl}(isopropyl)amino]piperidine-1-carboxylate). As a reaction SMILES: C(OC([NH:11][CH2:12][CH2:13][N:14]1[C:19]2[CH:20]=[C:21]([C:25]([N:27]([CH:41]([CH3:43])[CH3:42])[C@@H:28]3[CH2:33][CH2:32][CH2:31][N:30]([C:34]([O:36][C:37]([CH3:40])([CH3:39])[CH3:38])=[O:35])[CH2:29]3)=[O:26])[C:22]([CH3:24])=[CH:23][C:18]=2[O:17][C:16]([CH3:45])([CH3:44])[C:15]1=[O:46])=O)C1C=CC=CC=1>[C].[Pd].CO>[NH2:11][CH2:12][CH2:13][N:14]1[C:19]2[CH:20]=[C:21]([C:25]([N:27]([CH:41]([CH3:42])[CH3:43])[C@@H:28]3[CH2:33][CH2:32][CH2:31][N:30]([C:34]([O:36][C:37]([CH3:38])([CH3:40])[CH3:39])=[O:35])[CH2:29]3)=[O:26])[C:22]([CH3:24])=[CH:23][C:18]=2[O:17][C:16]([CH3:44])([CH3:45])[C:15]1=[O:46] |f:1.2|. Procedure: To tert-butyl (3R)-3-[{[4-(2-{[(benzyloxy)carbonyl]amino}ethyl)-2,2,7-trimethyl-3-oxo-3,4-dihydro-2H-1,4-benzoxazin-6-yl]carbonyl}(isopropyl)amino]piperidine-1-carboxylate (1.14 g) were added a 10% palladium carbon (500 mg) and methanol (30 ml), and the mixture was stirred at room temperature under hydrogen atmosphere for 2 hours. After the reaction was complete, the mixture was filtered and concentrated. The obtained residue (900 mg) was used in the subsequent reaction without further treatment... Reactants: [OH-].[K+] (potassium hydroxide), C(C)OC(=O)C1C(CCCC1)=O (2-oxocyclohexanecarboxylic acid ethyl ester), FC1=CC=C(CBr)C=C1 (p-fluorobenzyl bromide), [O-]CC.[Na+] (sodium ethoxide). The solvent is C(C)O (ethanol), C(C)O (ethanol), O (water). Yields the product FC1=CC=C(CC(CCCCC(=O)O)C(=O)O)C=C1 (1-(4-fluorobenzyl)-1,5-pentane dicarboxylic acid). The yield is 87.6%. Reaction SMILES: C([O:3][C:4]([CH:6]1[CH2:11][CH2:10][CH2:9][CH2:8][C:7]1=[O:12])=[O:5])C.[F:13][C:14]1[CH:21]=[CH:20][C:17]([CH2:18]Br)=[CH:16][CH:15]=1.[O-:22]CC.[Na+].[OH-].[K+]>C(O)C.O>[F:13][C:14]1[CH:21]=[CH:20][C:17]([CH2:18][CH:6]([C:4]([OH:3])=[O:5])[CH2:11][CH2:10][CH2:9][CH2:8][C:7]([OH:12])=[O:22])=[CH:16][CH:15]=1 |f:2.3,4.5|. Reported procedure: 19.2 g of 2-oxocyclohexanecarboxylic acid ethyl ester, 21.4 g of p-fluorobenzyl bromide, 7.7 g of sodium ethoxide and 200 ml of ethanol were mixed together to form a mixture which was refluxed for 2 hours, incorporated with 500 ml of water and subjected to extraction with ethyl ether. The resulting ether layer was freed of the ether to obtain a residue. The thus obtained residue was dissolved in 500 ml of 70% ethanol, incorporated with 16.1 g of potassium hydroxide, refluxed for 3 hours and hydr... Reactants: CCN(C(C)C)C(C)C, CC1CCc2ccccc2N1, O=C(O)c1cccnc1Oc1cc(Cl)ccc1Cl, O=S(Cl)Cl. Product: CC1CCc2ccccc2N1C(=O)c1cccnc1Oc1cc(Cl)ccc1Cl. Reaction SMILES: [CH2:23]([N:24]([CH:25]([CH3:26])[CH3:27])[CH:28]([CH3:29])[CH3:30])[CH3:31].[CH3:32][CH:33]1[NH:34][c:35]2[cH:36][cH:37][cH:38][cH:39][c:40]2[CH2:41][CH2:42]1.[Cl:1][c:2]1[c:3]([O:4][c:5]2[c:6]([C:7](=[O:8])[OH:9])[cH:10][cH:11][cH:12][n:13]2)[cH:14][c:15]([Cl:18])[cH:16][cH:17]1.[S:19]([Cl:20])([Cl:21])=[O:22]>>[Cl:1][c:2]1[c:3]([O:4][c:5]2[c:6]([C:7](=[O:9])[N:34]3[CH:33]([CH3:32])[CH2:42][CH2:41][c:40]4[c:35]3[cH:36][cH:37][cH:38][cH:39]4)[cH:10][cH:11][cH:12][n:13]2)[cH:14][c:15]([Cl:18])[cH:16][cH:17]1.